This data is from the Open Reaction Database (ORD), a public repository of structured organic reaction records. The task is: describe an organic reaction: reactants, conditions, products, and yield The reactants are CCCCCCCCCCOc1ccc2cc(Br)ccc2c1, CCNCC, C#CC(C)O, ClC(Cl)Cl, Cl, I[Cu]I, c1ccc(P(c2ccccc2)c2ccccc2)cc1. Yields the product CCCCCCCCCCOc1ccc2cc(C#CC(C)O)ccc2c1. RXN SMILES: [CH2:1]([CH2:2][CH2:3][CH2:4][CH2:5][CH2:6][CH2:7][CH2:8][CH2:9][CH3:10])[O:11][c:12]1[cH:13][c:14]2[cH:15][cH:16][c:17]([Br:22])[cH:18][c:19]2[cH:20][cH:21]1.[CH2:47]([NH:48][CH2:49][CH3:50])[CH3:51].[CH3:23][CH:24]([C:25]#[CH:26])[OH:27].[CH:56]([Cl:57])([Cl:58])[Cl:59].[ClH:52].[Cu:53]([I:54])[I:55].[c:28]1([P:29]([c:30]2[cH:31][cH:32][cH:33][cH:34][cH:35]2)[c:36]2[cH:37][cH:38][cH:39][cH:40][cH:41]2)[cH:42][cH:43][cH:44][cH:45][cH:46]1>>[CH2:1]([CH2:2][CH2:3][CH2:4][CH2:5][CH2:6][CH2:7][CH2:8][CH2:9][CH3:10])[O:11][c:12]1[cH:13][c:14]2[cH:15][cH:16][c:17]([C:26]#[C:25][CH:24]([CH3:23])[OH:27])[cH:18][c:19]2[cH:20][cH:21]1. The reactants are F[B-](F)(F)F, CC(C)(C)c1ccc(CNCCc2cccc(C(F)(F)F)c2F)cc1, CCN(C(C)C)C(C)C, CN(C)C=O, O, CN(C)C(On1nnc2ccccc21)=[N+](C)C, O=C(O)c1cccc2cc[nH]c12. Product: CC(C)(C)c1ccc(CN(CCc2cccc(C(F)(F)F)c2F)C(=O)c2cccc3cc[nH]c23)cc1. Reaction SMILES: [B-:13]([F:14])([F:15])([F:16])[F:17].[C:44]([CH3:45])([CH3:46])([CH3:47])[c:48]1[cH:49][cH:50][c:51]([CH2:52][NH:53][CH2:54][CH2:55][c:56]2[c:57]([F:66])[c:58]([C:62]([F:63])([F:64])[F:65])[cH:59][cH:60][cH:61]2)[cH:67][cH:68]1.[CH:35]([N:36]([CH2:37][CH3:38])[CH:39]([CH3:40])[CH3:41])([CH3:42])[CH3:43].[O:69]=[CH:70][N:71]([CH3:72])[CH3:73].[OH2:74].[n:18]1([O:19][C:20]([N:21]([CH3:22])[CH3:23])=[N+:24]([CH3:25])[CH3:26])[c:27]2[cH:28][cH:29][cH:30][cH:31][c:32]2[n:33][n:34]1.[nH:1]1[cH:2][cH:3][c:4]2[cH:5][cH:6][cH:7][c:8]([C:10](=[O:11])[OH:12])[c:9]12>>[nH:1]1[cH:2][cH:3][c:4]2[cH:5][cH:6][cH:7][c:8]([C:10](=[O:12])[N:53]([CH2:52][c:51]3[cH:50][cH:49][c:48]([C:44]([CH3:45])([CH3:46])[CH3:47])[cH:68][cH:67]3)[CH2:54][CH2:55][c:56]3[c:57]([F:66])[c:58]([C:62]([F:63])([F:64])[F:65])[cH:59][cH:60][cH:61]3)[c:9]12. Starting materials: CI (Methyliodide), CC(CC=1N=C(NC1)C1=CC=CC=C1)(C)[N+](=O)[O-] (4-(2-methyl-2-nitro-propyl)-2-phenyl-1H-imidazole), [OH-].[K+] (potassium hydroxide). Run in CN(C)C=O (DMF). Conditions: time 4 hour. The product is CN1C(=NC(=C1)CC(C)([N+](=O)[O-])C)C1=CC=CC=C1 (1-Methyl-4-(2-methyl-2-nitro-propyl)-2-phenyl-1H-imidazole). Isolated yield 82.8%. As a reaction SMILES: [CH3:1]I.[CH3:3][C:4]([N+:18]([O-:20])=[O:19])([CH3:17])[CH2:5][C:6]1[N:7]=[C:8]([C:11]2[CH:16]=[CH:15][CH:14]=[CH:13][CH:12]=2)[NH:9][CH:10]=1.[OH-].[K+]>CN(C=O)C>[CH3:1][N:9]1[CH:10]=[C:6]([CH2:5][C:4]([CH3:3])([N+:18]([O-:20])=[O:19])[CH3:17])[N:7]=[C:8]1[C:11]1[CH:16]=[CH:15][CH:14]=[CH:13][CH:12]=1 |f:2.3|. Procedure: Methyliodide (1.4 g) was added dropwise to a mixture of 4-(2-methyl-2-nitro-propyl)-2-phenyl-1H-imidazole (1.6 g) and fine powdered potassium hydroxide (2.19 g) in DMF (20 ml) at 20-25° C. The reaction mixture was stirred at RT for 4 h, quenched with ice/water and extracted with ethyl acetate. The organic phase washed with water and brine, dried over magnesium sulphate and concentrated. The residue was purified on silica gel using methylene chloride/methanol 2 and 5% as eluent to obtain the desi... The product is C1(=CC=CC=C1)CCCCCCCCCCCO (11-Phenyl-undecanol). As a reaction SMILES: [C:1]1([CH2:7][CH2:8][CH:9]=[CH:10][CH2:11][CH2:12][CH2:13][CH2:14][CH2:15][CH2:16][CH2:17][OH:18])[CH:6]=[CH:5][CH:4]=[CH:3][CH:2]=1>C(O)C.[Pd]>[C:1]1([CH2:7][CH2:8][CH2:9][CH2:10][CH2:11][CH2:12][CH2:13][CH2:14][CH2:15][CH2:16][CH2:17][OH:18])[CH:6]=[CH:5][CH:4]=[CH:3][CH:2]=1. Procedure details: A solution of 11-phenyl-8-undecenol (Example 29(c), 2.9 g) in ethanol (300 ml) was hydrogenated at 60 p.s.i. over 10% palladium on charcoal (0.6 g) for 1 hour. The catalyst was filtered off and the filtrate was evaporated to give the title compound as a colourless oil. Reactants: C1(=CC=CC=C1)CCC=CCCCCCCCO (11-phenyl-8-undecenol). Solvent: C(C)O (ethanol). Reagents/catalysts: [Pd] (palladium on charcoal). Starting materials: NC(Cc1ccccc1)(c1ccc(F)cc1)c1cc(F)cc(OC(F)(F)C(F)F)c1, CC(C)(CC(F)(F)F)C(=O)O, O=S(Cl)Cl. The product is CC(C)(CC(F)(F)F)C(=O)NC(Cc1ccccc1)(c1ccc(F)cc1)c1cc(F)cc(OC(F)(F)C(F)F)c1. Reaction SMILES: [F:16][c:17]1[cH:18][c:19]([C:30]([CH2:31][c:32]2[cH:33][cH:34][cH:35][cH:36][cH:37]2)([NH2:38])[c:39]2[cH:40][cH:41][c:42]([F:45])[cH:43][cH:44]2)[cH:20][c:21]([O:23][C:24]([CH:25]([F:26])[F:27])([F:28])[F:29])[cH:22]1.[F:1][C:2]([CH2:3][C:4]([C:5](=[O:6])[OH:7])([CH3:8])[CH3:9])([F:10])[F:11].[S:12]([Cl:13])([Cl:14])=[O:15]>>[F:1][C:2]([CH2:3][C:4]([C:5](=[O:6])[NH:38][C:30]([c:19]1[cH:18][c:17]([F:16])[cH:22][c:21]([O:23][C:24]([CH:25]([F:26])[F:27])([F:28])[F:29])[cH:20]1)([CH2:31][c:32]1[cH:33][cH:34][cH:35][cH:36][cH:37]1)[c:39]1[cH:40][cH:41][c:42]([F:45])[cH:43][cH:44]1)([CH3:8])[CH3:9])([F:10])[F:11]. Starting materials: CCOC(=O)CC(C)=O, OCC(O)CCl, O. The product is CCOC(=O)CC1(C)OCC(CCl)O1. Reaction SMILES: [C:1]([CH2:2][C:3](=[O:4])[CH3:5])(=[O:6])[O:7][CH2:8][CH3:9].[Cl:10][CH2:11][CH:12]([CH2:13][OH:14])[OH:15].[OH2:16]>>[C:1]([CH2:2][C:3]1([CH3:5])[O:4][CH2:13][CH:12]([CH2:11][Cl:10])[O:15]1)(=[O:6])[O:7][CH2:8][CH3:9]. As a reaction SMILES: [CH3:1][C:2]1[C:3]2[N:4]([CH:8]=[C:9]([C:11]3[CH:16]=[CH:15][C:14]([NH:17][S:18]([CH2:21][CH2:22][CH2:23]Cl)(=[O:20])=[O:19])=[CH:13][CH:12]=3)[N:10]=2)[CH:5]=[CH:6][CH:7]=1.[NH:25]1[CH2:30][CH2:29][CH2:28][CH2:27][CH2:26]1>>[CH3:1][C:2]1[C:3]2[N:4]([CH:8]=[C:9]([C:11]3[CH:16]=[CH:15][C:14]([NH:17][S:18]([CH2:21][CH2:22][CH2:23][N:25]4[CH2:30][CH2:29][CH2:28][CH2:27][CH2:26]4)(=[O:20])=[O:19])=[CH:13][CH:12]=3)[N:10]=2)[CH:5]=[CH:6][CH:7]=1. Product: CC=1C=2N(C=CC1)C=C(N2)C2=CC=C(C=C2)NS(=O)(=O)CCCN2CCCCC2 (3-Piperidin-1-yl-propane-1-sulfonic acid [4-(8-methyl-imidazo[1,2-a]pyridin-2-yl)-phenyl]-amide). Procedure details: The product of Step A (65 mg) and piperidine (1.0 mL) were heated at 100° C. for 1.5 hours. The reaction was cooled to ambient temperature and partitioned between ethyl acetate (15 mL) and saturated sodium bicarbonate solution (15 mL). The aqueous portion was extracted with a fresh portion of ethyl acetate (15 mL) (2×) and the organic portions combined and washed with brine (15 mL). The organic portions were dried over magnesium sulfate, filtered and evaporated. The residue was purified via sili... Reactants: CC=1C=2N(C=CC1)C=C(N2)C2=CC=C(C=C2)NS(=O)(=O)CCCCl (3-Chloro-propane-1-sulfonic acid [4-(8-methyl-imidazo[1,2-a]pyridin-2-yl)-phenyl]-amide), N1CCCCC1 (piperidine).